Dataset: the Open Reaction Database (ORD), a public repository of structured organic reaction records. Task: describe an organic reaction: reactants, conditions, products, and yield The reactants are NC1=CC=CC2=CC=CC(=C12)N (1,8-diaminonaphthalene). The reagents and catalysts are O.C1(=CC=C(C=C1)S(=O)(=O)O)C (p-toluenesulfonic acid monohydrate). Run in C(C)C(=O)CC (diethyl ketone). Run at time 5 hour. Yields the product C(C)C1(NC=2C=CC=C3C=CC=C(N1)C23)CC (2,2-diethyl-2,3-dihydroperimidine). Yield: 1769.7%. RXN SMILES: [NH2:1][C:2]1[C:11]2[C:6](=[CH:7][CH:8]=[CH:9][C:10]=2[NH2:12])[CH:5]=[CH:4][CH:3]=1>O.C1(C)C=CC(S(O)(=O)=O)=CC=1.C(C(CC)=O)C>[CH2:3]([C:2]1([CH2:11][CH3:10])[NH:12][C:10]2[C:11]3[C:6]([CH:7]=[CH:8][CH:9]=2)=[CH:5][CH:4]=[CH:3][C:2]=3[NH:1]1)[CH3:4] |f:1.2|. Procedure: A mixture of 1.58 g of 1,8-diaminonaphthalene, 10.8 g of diethyl ketone, and 25 mg of p-toluenesulfonic acid monohydrate was heated and stirred for 5 hours in a steam bath and extracted with 100 ml of ethyl acetate and 50 ml of saturated sodium bicarbonate water. The solvent was distilled off, yielding 20 g of 2,2-diethyl-2,3-dihydroperimidine. Reactants: COC(CC=1C=C(C=CC1)C1=C(C=CC=C1OC)C=O)=O ((2′-formyl-6′-methoxy-biphenyl-3-yl)-acetic acid methyl ester), NCCCN1C(CCC1)=O (1-(3-aminopropyl)-2-pyrrolidinone). Yields the product COC(CC=1C=C(C=CC1)C1=C(C=CC=C1OC)CNCCCN1C(CCC1)=O)=O ((6′-Methoxy-2′-{[3-(2-oxo-pyrrolidin-1-yl)-propylamino]-methyl}-biphenyl-3-yl)-acetic acid methyl ester). Reaction SMILES: [CH3:1][O:2][C:3](=[O:21])[CH2:4][C:5]1[CH:6]=[C:7]([C:11]2[C:16]([O:17][CH3:18])=[CH:15][CH:14]=[CH:13][C:12]=2[CH:19]=O)[CH:8]=[CH:9][CH:10]=1.[NH2:22][CH2:23][CH2:24][CH2:25][N:26]1[CH2:30][CH2:29][CH2:28][C:27]1=[O:31]>>[CH3:1][O:2][C:3](=[O:21])[CH2:4][C:5]1[CH:6]=[C:7]([C:11]2[C:16]([O:17][CH3:18])=[CH:15][CH:14]=[CH:13][C:12]=2[CH2:19][NH:22][CH2:23][CH2:24][CH2:25][N:26]2[CH2:30][CH2:29][CH2:28][C:27]2=[O:31])[CH:8]=[CH:9][CH:10]=1. Reported procedure: Prepared according to the procedure described in Example 33, Step 4, using the following starting materials: (2′-formyl-6′-methoxy-biphenyl-3-yl)-acetic acid methyl ester and 1-(3-aminopropyl)-2-pyrrolidinone.